From a dataset of the Open Reaction Database (ORD), a public repository of structured organic reaction records. describe an organic reaction: reactants, conditions, products, and yield Product: COC(=O)C(CC(C)C)c1cc(-c2ccc(C(F)(F)F)cc2)cc(N2CCCCC2CCc2ccccc2)c1. Reactants: c1ccc(CCC2CCCCN2)cc1, COC(=O)C(CC(C)C)c1cc(OS(=O)(=O)C(F)(F)F)cc(-c2ccc(C(F)(F)F)cc2)c1, CC(C)(C)[O-], COCCOC, [K+], CC(=O)[O-], CC(=O)[O-], [Pd+2]. Reaction SMILES: [CH2:34]([CH2:35][c:36]1[cH:37][cH:38][cH:39][cH:40][cH:41]1)[CH:42]1[NH:43][CH2:44][CH2:45][CH2:46][CH2:47]1.[CH3:1][O:2][C:3]([CH:4]([CH2:5][CH:6]([CH3:7])[CH3:8])[c:9]1[cH:10][c:11](-[c:23]2[cH:24][cH:25][c:26]([C:29]([F:30])([F:31])[F:32])[cH:27][cH:28]2)[cH:12][c:13]([O:15][S:16]([C:17]([F:18])([F:19])[F:20])(=[O:21])=[O:22])[cH:14]1)=[O:33].[CH3:48][C:49]([CH3:50])([O-:51])[CH3:52].[CH3:54][O:55][CH2:56][CH2:57][O:58][CH3:59].[K+:53].[O-:61][C:62]([CH3:63])=[O:64].[O-:65][C:66]([CH3:67])=[O:68].[Pd+2:60]>>[CH3:1][O:2][C:3]([CH:4]([CH2:5][CH:6]([CH3:7])[CH3:8])[c:9]1[cH:10][c:11](-[c:23]2[cH:24][cH:25][c:26]([C:29]([F:30])([F:31])[F:32])[cH:27][cH:28]2)[cH:12][c:13]([N:43]2[CH:42]([CH2:34][CH2:35][c:36]3[cH:37][cH:38][cH:39][cH:40][cH:41]3)[CH2:47][CH2:46][CH2:45][CH2:44]2)[cH:14]1)=[O:33]. The reactants are CCC(C(=O)[O-])N1CCC(c2nc3cc(-c4ccc(Cl)cc4Cl)nc(NCCNc4ccc(C(=O)C(F)(F)F)c(N)n4)n3n2)CC1, COCCOC, [Na+], [OH-], O. Product: Nc1nc(NCCNc2nc(-c3ccc(Cl)cc3Cl)cc3nc(C4CCN(CC(=O)O)CC4)nn23)ccc1C(=O)C(F)(F)F. As a reaction SMILES: [CH2:1]([CH3:2])[CH:3]([C:4](=[O:5])[O-:6])[N:7]1[CH2:8][CH2:9][CH:10]([c:13]2[n:14][n:15]3[c:16]([NH:30][CH2:31][CH2:32][NH:33][c:34]4[n:35][c:36]([NH2:46])[c:37]([C:40]([C:41]([F:42])([F:43])[F:44])=[O:45])[cH:38][cH:39]4)[n:17][c:18](-[c:22]4[c:23]([Cl:29])[cH:24][c:25]([Cl:28])[cH:26][cH:27]4)[cH:19][c:20]3[n:21]2)[CH2:11][CH2:12]1.[CH3:50][O:51][CH2:52][CH2:53][O:54][CH3:55].[Na+:49].[OH-:48].[OH2:47]>>[CH2:3]([C:4](=[O:5])[OH:6])[N:7]1[CH2:8][CH2:9][CH:10]([c:13]2[n:14][n:15]3[c:16]([NH:30][CH2:31][CH2:32][NH:33][c:34]4[n:35][c:36]([NH2:46])[c:37]([C:40]([C:41]([F:42])([F:43])[F:44])=[O:45])[cH:38][cH:39]4)[n:17][c:18](-[c:22]4[c:23]([Cl:29])[cH:24][c:25]([Cl:28])[cH:26][cH:27]4)[cH:19][c:20]3[n:21]2)[CH2:11][CH2:12]1. Starting materials: N1=C(C=CC=C1)SCC(=O)O (2-(2-pyridylthio)acetic acid), C(C1=CC=CC=C1)(=O)C1=CC(=C(C=C1)N)N (4-benzoyl-1,2-phenylenediamine), N (ammonia). The solvent is Cl (hydrochloric acid). The product is C(C1=CC=CC=C1)(=O)C1=CC2=C(N=C(N2)CSC2=NC=CC=C2)C=C1 (5-benzoyl-2-(2-pyridylthiomethyl)benzimidazole). RXN SMILES: [N:1]1[CH:6]=[CH:5][CH:4]=[CH:3][C:2]=1[S:7][CH2:8][C:9](O)=O.[C:12]([C:20]1[CH:25]=[CH:24][C:23]([NH2:26])=[C:22]([NH2:27])[CH:21]=1)(=[O:19])[C:13]1[CH:18]=[CH:17][CH:16]=[CH:15][CH:14]=1.N>Cl>[C:12]([C:20]1[CH:25]=[CH:24][C:23]2[N:26]=[C:9]([CH2:8][S:7][C:2]3[CH:3]=[CH:4][CH:5]=[CH:6][N:1]=3)[NH:27][C:22]=2[CH:21]=1)(=[O:19])[C:13]1[CH:14]=[CH:15][CH:16]=[CH:17][CH:18]=1. Reported procedure: 8.45 g of 2-(2-pyridylthio)acetic acid (0.05 mole) and 10.6 g of 4-benzoyl-1,2-phenylenediamine (0.05 mole) in 100 ml of 4N hydrochloric acid are heated under reflux for 2 days. The mixture is allowed to cool and is neutralized with ammonia solution. It is extracted with ethyl acetate (3×100 ml), and the extract dried (Na2SO4), filtered and concentrated to a volume of 125 ml. From this solution, 11.7 g (68%) of 5-benzoyl-2-(2-pyridylthiomethyl)benzimidazole crystallize. The product thereby obtai... Reactants: COC(=O)CC=1CS[C@H]2N(C1C(=O)OC(C1=CC=CC=C1)C1=CC=CC=C1)C([C@H]2NC(COC2=CC=CC=C2)=O)=O (diphenylmethyl 3-methoxycarbonylmethyl-7β-phenoxyacetylamino-3-cephem-4-carboxylate), N1=CC=CC=C1 (pyridine), P(Cl)(Cl)(Cl)(Cl)Cl (phosphorus pentachloride), solution, P(=O)(O)(O)[O-].[K+] (potassium dihydrogen phosphate). Solvent: C(Cl)Cl (methylene chloride), CO (methanol), C(Cl)Cl (methylene chloride). Reaction conditions: time 3 hour. Product: COC(=O)CC=1CS[C@H]2N(C1C(=O)OC(C1=CC=CC=C1)C1=CC=CC=C1)C([C@H]2N)=O (diphenylmethyl 3-methoxycarbonylmethyl-7β-amino-3-cephem-4-carboxylate). Reaction SMILES: N1C=CC=CC=1.P(Cl)(Cl)(Cl)(Cl)Cl.[CH3:13][O:14][C:15]([CH2:17][C:18]1[CH2:19][S:20][C@@H:21]2[C@H:41]([NH:42]C(=O)COC3C=CC=CC=3)[C:40](=[O:53])[N:22]2[C:23]=1[C:24]([O:26][CH:27]([C:34]1[CH:39]=[CH:38][CH:37]=[CH:36][CH:35]=1)[C:28]1[CH:33]=[CH:32][CH:31]=[CH:30][CH:29]=1)=[O:25])=[O:16].P([O-])(O)(O)=O.[K+]>C(Cl)Cl.CO>[CH3:13][O:14][C:15]([CH2:17][C:18]1[CH2:19][S:20][C@@H:21]2[C@H:41]([NH2:42])[C:40](=[O:53])[N:22]2[C:23]=1[C:24]([O:26][CH:27]([C:28]1[CH:33]=[CH:32][CH:31]=[CH:30][CH:29]=1)[C:34]1[CH:39]=[CH:38][CH:37]=[CH:36][CH:35]=1)=[O:25])=[O:16] |f:3.4|. Reported procedure: 4.4 ml of pyridine and 44 ml of an 8% strength suspension of phosphorus pentachloride in methylene chloride are added to a solution, which has been cooled to -17°, of 3.10 g (5.42 mmols) of diphenylmethyl 3-methoxycarbonylmethyl-7β-phenoxyacetylamino-3-cephem-4-carboxylate in 110 ml of methylene chloride and the mixture is then stirred for 3 hours in an ice bath. After cooling to -30°, 27 ml of absolute methanol are added and the residue mixture is stirred for 1 hour at -10°, for 1 hour at 0° an...